This data is from the Open Reaction Database (ORD), a public repository of structured organic reaction records. The task is: describe an organic reaction: reactants, conditions, products, and yield Starting materials: CCCCc1oc2ccccc2c1CCc1ccc(OS(=O)(=O)c2ccc(C(=O)O)c(O)c2)cc1, CC(=O)OC(C)=O, CCOC(C)=O, CN(C)c1ccncc1, O. Yields the product CCCCc1oc2ccccc2c1CCc1ccc(OS(=O)(=O)c2ccc(C(=O)O)c(OC(C)=O)c2)cc1. Reaction SMILES: [CH2:1]([CH2:2][CH2:3][CH3:4])[c:5]1[o:6][c:7]2[c:8]([c:9]1[CH2:10][CH2:11][c:12]1[cH:13][cH:14][c:15]([O:16][S:17](=[O:18])(=[O:19])[c:20]3[cH:21][c:22]([OH:29])[c:23]([C:24](=[O:25])[OH:26])[cH:27][cH:28]3)[cH:30][cH:31]1)[cH:32][cH:33][cH:34][cH:35]2.[CH3:36][C:37](=[O:38])[O:39][C:40](=[O:41])[CH3:42].[CH3:44][CH2:45][O:46][C:47]([CH3:48])=[O:49].[CH3:50][N:51]([CH3:52])[c:53]1[cH:54][cH:55][n:56][cH:57][cH:58]1.[OH2:43]>>[CH2:1]([CH2:2][CH2:3][CH3:4])[c:5]1[o:6][c:7]2[c:8]([c:9]1[CH2:10][CH2:11][c:12]1[cH:13][cH:14][c:15]([O:16][S:17](=[O:18])(=[O:19])[c:20]3[cH:21][c:22]([O:29][C:37]([CH3:36])=[O:38])[c:23]([C:24](=[O:25])[OH:26])[cH:27][cH:28]3)[cH:30][cH:31]1)[cH:32][cH:33][cH:34][cH:35]2. Starting materials: CC(C)(C)OC(=O)C(Cc1ccccc1)n1cccc(NC(=O)c2ccccc2)c1=O, ClCCl, O=C(O)C(F)(F)F. Product: O=C(Nc1cccn(C(Cc2ccccc2)C(=O)O)c1=O)c1ccccc1. RXN SMILES: [C:1]([CH3:2])([CH3:3])([CH3:4])[O:5][C:6]([CH:7]([CH2:8][c:9]1[cH:10][cH:11][cH:12][cH:13][cH:14]1)[n:15]1[c:16](=[O:30])[c:17]([NH:21][C:22]([c:23]2[cH:24][cH:25][cH:26][cH:27][cH:28]2)=[O:29])[cH:18][cH:19][cH:20]1)=[O:31].[Cl:39][CH2:40][Cl:41].[OH:32][C:33]([C:34]([F:35])([F:36])[F:37])=[O:38]>>[O:5]=[C:6]([CH:7]([CH2:8][c:9]1[cH:10][cH:11][cH:12][cH:13][cH:14]1)[n:15]1[c:16](=[O:30])[c:17]([NH:21][C:22]([c:23]2[cH:24][cH:25][cH:26][cH:27][cH:28]2)=[O:29])[cH:18][cH:19][cH:20]1)[OH:31]. Starting materials: COC(=O)CCc1c(C)[nH]c(C(=O)OC(=O)c2ccccc2)c1C, C, CC(C)=O, [Pd]. The product is COC(=O)CCc1c(C)c[nH]c1C. Reaction SMILES: [C:1]([O:2][C:3](=[O:4])[c:12]1[c:13]([CH3:24])[c:14]([CH2:18][CH2:19][C:20](=[O:21])[O:22][CH3:23])[c:15]([CH3:17])[nH:16]1)(=[O:5])[c:6]1[cH:7][cH:8][cH:9][cH:10][cH:11]1.[C:29].[CH3:25][C:26](=[O:27])[CH3:28].[Pd:30]>>[cH:12]1[c:13]([CH3:24])[c:14]([CH2:18][CH2:19][C:20](=[O:21])[O:22][CH3:23])[c:15]([CH3:17])[nH:16]1.